Dataset: the Open Reaction Database (ORD), a public repository of structured organic reaction records. Task: describe an organic reaction: reactants, conditions, products, and yield Starting materials: C(C)OC(=O)C1=C(N(C2=CC=C(C=C12)O)C1=CC=CC=C1)CC(=O)OCC (2-Ethoxycarbonylmethyl-5-hydroxy-1-phenylindole-3-carboxylic acid ethyl ester), FC=1C=C(C=CC1Cl)B(O)O (3-fluoro-4-chlorophenylboronic acid). The product is C(C)OC(=O)C1=C(N(C2=CC=C(C=C12)OC1=CC(=C(C=C1)Cl)F)C1=CC=CC=C1)CC(=O)OCC (5-(3-Fluoro-4-chlorophenoxy)-2-ethoxycarbonylmethyl-1-phenylindole-3-carboxylic acid ethyl ester). RXN SMILES: [CH2:1]([O:3][C:4]([C:6]1[C:14]2[C:9](=[CH:10][CH:11]=[C:12]([OH:15])[CH:13]=2)[N:8]([C:16]2[CH:21]=[CH:20][CH:19]=[CH:18][CH:17]=2)[C:7]=1[CH2:22][C:23]([O:25][CH2:26][CH3:27])=[O:24])=[O:5])[CH3:2].[F:28][C:29]1[CH:30]=[C:31](B(O)O)[CH:32]=[CH:33][C:34]=1[Cl:35]>>[CH2:1]([O:3][C:4]([C:6]1[C:14]2[C:9](=[CH:10][CH:11]=[C:12]([O:15][C:31]3[CH:32]=[CH:33][C:34]([Cl:35])=[C:29]([F:28])[CH:30]=3)[CH:13]=2)[N:8]([C:16]2[CH:17]=[CH:18][CH:19]=[CH:20][CH:21]=2)[C:7]=1[CH2:22][C:23]([O:25][CH2:26][CH3:27])=[O:24])=[O:5])[CH3:2]. Reported procedure: The sub-title compound was prepared in accordance with step (c) Example 1 from 2-ethoxycarbonylmethyl-5-hydroxy-1-phenylindole-3-carboxylic acid ethyl ester (140 mg, 0.38 mmol, see step (b) Example 3) and 3-fluoro-4-chlorophenylboronic acid (133 mg, 0.76 mmol). Yield 103 mg (54%). Reactants: CC(c1ccccc1)N1CC(O)C(C)(C(=O)OC(C)(C)C)C1, O=C(Cl)OCc1ccccc1, CCOCC, CCO, Cl, [Na+], O=C([O-])O. Yields the product CC(C)(C)OC(=O)C1(C)CN(C(=O)OCc2ccccc2)CC1O. As a reaction SMILES: [C:1]([CH3:2])([CH3:3])([CH3:4])[O:5][C:6](=[O:7])[C:8]1([CH3:22])[CH2:9][N:10]([CH:14]([c:15]2[cH:16][cH:17][cH:18][cH:19][cH:20]2)[CH3:21])[CH2:11][CH:12]1[OH:13].[CH2:29]([c:30]1[cH:31][cH:32][cH:33][cH:34][cH:35]1)[O:36][C:37](=[O:38])[Cl:39].[CH2:43]([O:44][CH2:45][CH3:46])[CH3:47].[CH3:40][CH2:41][OH:42].[ClH:23].[Na+:24].[OH:25][C:26](=[O:27])[O-:28]>>[C:1]([CH3:2])([CH3:3])([CH3:4])[O:5][C:6](=[O:7])[C:8]1([CH3:22])[CH2:9][N:10]([C:37]([O:36][CH2:29][c:30]2[cH:31][cH:32][cH:33][cH:34][cH:35]2)=[O:38])[CH2:11][CH:12]1[OH:13]. The reactants are FC=1C(=NC=CC1)N1CCC2(COOC2)CC1 (8-(3-fluoro-pyridin-2-yl)-2,3-dioxa-8-azaspiro[4.5]decane), O (water). Solvent: C(C)(=O)O (acetic acid). Product: FC=1C(=NC=CC1)N1CCC(CC1)=O (3′-Fluoro-2,3,5,6-tetrahydro-[1,2′]bipyridinyl-4-one). Reaction SMILES: [F:1][C:2]1[C:3]([N:8]2[CH2:17][CH2:16][C:11]3(COOC3)[CH2:10][CH2:9]2)=[N:4][CH:5]=[CH:6][CH:7]=1.[OH2:18]>C(O)(=O)C>[F:1][C:2]1[C:3]([N:8]2[CH2:17][CH2:16][C:11](=[O:18])[CH2:10][CH2:9]2)=[N:4][CH:5]=[CH:6][CH:7]=1. Reported procedure: 8-(3-fluoro-pyridin-2-yl)-2,3-dioxa-8-azaspiro[4.5]decane 17 (347 g, 1.456 Mol) was dissolved in acetic acid (700 mL) and water (140 mL) and the mixture heated to 85° C. under nitrogen for 18 h. LC/MS shows the reaction at 92% conversion at this stage. The mixture was evaporated to dryness in vacuo, to leave orange oil. This material was used directly in the next step without further purification The reactants are NC1=C(C(=CC=C1)C)NC(=O)C1=CC(=NN1C1=NC=CC=C1Cl)Br (N-(2-amino-6-methylphenyl)-3-bromo-1-(3-chloropyridin-2-yl)-1H-pyrazole-5-carboxamide), C(Cl)Cl (CH2Cl2), ClC(=O)OC (methyl chloroformate). Run in N1=CC=CC=C1 (pyridine). Reaction conditions: temperature 0 celsius. Yields the product BrC1=NN(C(=C1)C(=O)NC1=C(C=CC=C1C)NC(OC)=O)C1=NC=CC=C1Cl (Methyl (2-(3-bromo-1-(3-chloropyridin-2-yl)-1H-pyrazole-5-carboxamido)-3-methylphenyl)carbamate). The yield is 31.6%. RXN SMILES: [NH2:1][C:2]1[CH:7]=[CH:6][CH:5]=[C:4]([CH3:8])[C:3]=1[NH:9][C:10]([C:12]1[N:16]([C:17]2[C:22]([Cl:23])=[CH:21][CH:20]=[CH:19][N:18]=2)[N:15]=[C:14]([Br:24])[CH:13]=1)=[O:11].C(Cl)Cl.Cl[C:29]([O:31][CH3:32])=[O:30]>N1C=CC=CC=1>[Br:24][C:14]1[CH:13]=[C:12]([C:10]([NH:9][C:3]2[C:4]([CH3:8])=[CH:5][CH:6]=[CH:7][C:2]=2[NH:1][C:29](=[O:30])[O:31][CH3:32])=[O:11])[N:16]([C:17]2[C:22]([Cl:23])=[CH:21][CH:20]=[CH:19][N:18]=2)[N:15]=1. Procedure: N-(2-amino-6-methylphenyl)-3-bromo-1-(3-chloropyridin-2-yl)-1H-pyrazole-5-carboxamide prepared in Step 2 (1.18 g, 2.91 mmol), CH2Cl2 (2 M, 1.46 mL) and pyridine (1 M, 2.91 mL) were introduced to a 50 mL round flask. The mixture thus obtained was cooled down to 0° C., added with methyl chloroformate (2.25 mL, 29.1 mmol, 10.0 eq), and refluxed at 80° C. for 15 hours. Upon completion of the reaction, the solvent was removed under reduced pressure. The residue was extracted with 1 M HCl (20 mL) and ... The reactants are C(#N)CC1=C(C(=O)O)C(=CC(=C1)OC)OC (2-Cyanomethyl-4,6-dimethoxy-benzoic acid), NC1=NNC(=C1)C (3-amino-5-methylpyrazole). Run in C(C)(=O)O (acetic acid). Conditions: temperature 140 celsius, time 1 hour. The product is COC=1C=C2C=C(N=C(C2=C(C1)OC)O)NC1=NNC(=C1)C (6,8-Dimethoxy-3-(5-methyl-1H-pyrazol-3-ylamino)-isoquinolin-1-ol). Yield: 255.5%. RXN SMILES: [C:1]([CH2:3][C:4]1[CH:12]=[C:11]([O:13][CH3:14])[CH:10]=[C:9]([O:15][CH3:16])[C:5]=1[C:6](O)=[O:7])#[N:2].[NH2:17][C:18]1[CH:22]=[C:21]([CH3:23])[NH:20][N:19]=1>C(O)(=O)C>[CH3:14][O:13][C:11]1[CH:12]=[C:4]2[C:5](=[C:9]([O:15][CH3:16])[CH:10]=1)[C:6]([OH:7])=[N:2][C:1]([NH:17][C:18]1[CH:22]=[C:21]([CH3:23])[NH:20][N:19]=1)=[CH:3]2. Procedure details: A mixture of 2-Cyanomethyl-4,6-dimethoxy-benzoic acid (1.75 g×3), 3-amino-5-methylpyrazole (1.5 g×3) in acetic acid (10 ml×3) were sealed in microwave process vial (20 ml×3). The mixture was heated at 140° C. for 30 minutes under microwave irradiation. The mixture was evaporated to oil, and the oil was dissolved in 1.5 ml MeOH. This solution was added dropwise to 50 ml water. After stirred for 1 hour, solid was collected and was purified by flash column chromatography to give product (6.07 g, 85...